Dataset: the Open Reaction Database (ORD), a public repository of structured organic reaction records. Task: describe an organic reaction: reactants, conditions, products, and yield Starting materials: CC2(C)COB(c1ccc(C(C)(C)C)cc1)OC2 (effective_coupling_partner), CCN(CC)C(=O)Oc1ccccc1 (substrate). Reagents/catalysts: I(2-Ad). Run at temperature 150 celsius, time 20 hour. Product: CC(C)(C)c2ccc(c1ccccc1)cc2. Starting materials: ClC=1C=CC=2N(N1)C(=CN2)C2=CC(=CC=C2)OC(F)(F)F (6-chloro-3-(3-(trifluoromethoxy)phenyl)imidazo[1,2-b]pyridazine), Cl.NCCC(C)(O)C (4-amino-2-methylbutan-2-ol hydrogenchloride), C(=O)(O)[O-].[Na+] (NaHCO3). The solvent is CN1CCCC1=O (NMP). Run at temperature 180 celsius, time 45 minute. Yields the product CC(C)(CCNC=1C=CC=2N(N1)C(=CN2)C2=CC(=CC=C2)OC(F)(F)F)O (2-methyl-4-((3-(3-(trifluoromethoxy)phenyl)imidazo[1,2-b]pyridazin-6-yl)amino)butan-2-ol). Isolated yield 47.9%. RXN SMILES: Cl[C:2]1[CH:3]=[CH:4][C:5]2[N:6]([C:8]([C:11]3[CH:16]=[CH:15][CH:14]=[C:13]([O:17][C:18]([F:21])([F:20])[F:19])[CH:12]=3)=[CH:9][N:10]=2)[N:7]=1.Cl.[NH2:23][CH2:24][CH2:25][C:26]([CH3:29])([OH:28])[CH3:27].C([O-])(O)=O.[Na+]>CN1C(=O)CCC1>[CH3:27][C:26]([OH:28])([CH2:25][CH2:24][NH:23][C:2]1[CH:3]=[CH:4][C:5]2[N:6]([C:8]([C:11]3[CH:16]=[CH:15][CH:14]=[C:13]([O:17][C:18]([F:21])([F:20])[F:19])[CH:12]=3)=[CH:9][N:10]=2)[N:7]=1)[CH3:29] |f:1.2,3.4|. Procedure details: To a solution of 6-chloro-3-(3-(trifluoromethoxy)phenyl)imidazo[1,2-b]pyridazine (300 mg, 0.96 mmol) and 4-amino-2-methylbutan-2-ol hydrogenchloride (493 mg, 4.78 mmol) in NMP (2.0 mL) was added NaHCO3 (516 mg, 4.78 mmol), the mixture was stirred at 180° C. for 45 mins under microwave irridation. The mixture was purified by flash chromatograph to give 2-methyl-4-((3-(3-(trifluoromethoxy)phenyl)imidazo[1,2-b]pyridazin-6-yl)amino)butan-2-ol (175 mg, 48%) as a pale yellow solid. Reactants: CCOC(C)=O, CCCCCC, CC(C)O, [Cu]I, Nc1ccc(I)cc1, [K+], [K+], [K+], NCc1ccccc1, OCCO, O=P([O-])([O-])[O-]. Product: Nc1ccc(NCc2ccccc2)cc1. Reaction SMILES: [C:31]([O:32][CH2:33][CH3:34])(=[O:35])[CH3:36].[CH3:37][CH2:38][CH2:39][CH2:40][CH2:41][CH3:42].[CH3:43][CH:44]([OH:45])[CH3:46].[Cu:29][I:30].[I:17][c:18]1[cH:19][cH:20][c:21]([NH2:22])[cH:23][cH:24]1.[K+:6].[K+:7].[K+:8].[NH2:9][CH2:10][c:11]1[cH:12][cH:13][cH:14][cH:15][cH:16]1.[OH:25][CH2:26][CH2:27][OH:28].[P:1]([O-:2])([O-:3])([O-:4])=[O:5]>>[NH:9]([CH2:10][c:11]1[cH:12][cH:13][cH:14][cH:15][cH:16]1)[c:18]1[cH:19][cH:20][c:21]([NH2:22])[cH:23][cH:24]1. Starting materials: C(C)OCC(COCC)O (1,3-diethoxypropan-2-ol), ice water, CC1=C(C=CC=C1C)[C@H](C)C=1NC=CN1 (2-[(1S)-1-(2,3-Dimethylphenyl)ethyl]-1H-imidazole), N1=CC=CC=C1 (pyridine), C(=O)(Cl)Cl (phosgene), C(O)([O-])=O.[Na+] (sodium hydrogen carbonate). Solvent: ClCCl (dichloromethane). Reaction conditions: time 30 minute. Yields the product CC1=C(C=CC=C1C)[C@H](C)C=1N(C=CN1)C(=O)OC(COCC)COCC (2-Ethoxy-1-(ethoxymethyl)ethyl 2-[(1S)-1-(2,3-dimethylphenyl)ethyl]-1H-imidazole-1-carboxylate). RXN SMILES: [CH3:1][C:2]1[C:7]([CH3:8])=[CH:6][CH:5]=[CH:4][C:3]=1[C@@H:9]([C:11]1[NH:12][CH:13]=[CH:14][N:15]=1)[CH3:10].N1C=CC=CC=1.[C:22](Cl)(Cl)=[O:23].[CH2:26]([O:28][CH2:29][CH:30]([OH:35])[CH2:31][O:32][CH2:33][CH3:34])[CH3:27].C(=O)([O-])O.[Na+]>ClCCl>[CH3:1][C:2]1[C:7]([CH3:8])=[CH:6][CH:5]=[CH:4][C:3]=1[C@@H:9]([C:11]1[N:15]([C:22]([O:35][CH:30]([CH2:31][O:32][CH2:33][CH3:34])[CH2:29][O:28][CH2:26][CH3:27])=[O:23])[CH:14]=[CH:13][N:12]=1)[CH3:10] |f:4.5|. Procedure details: To a mixture of Example 58 (500 mg, 2.5 mmol) and pyridine (0.44 ml, 5.5 mmol) in anhydrous dichloromethane (5 ml), at 0° C. and under nitrogen, was added phosgene (20% in toluene, 1.44 ml, 2.75 mmol). The mixture was stirred at 0° C. for 20 min, before addition of 1,3-diethoxypropan-2-ol (407 mg, 2.75 mmol). The reaction mixture was stirred at room temperature for 30 min and then poured into ice water (10 ml). The mixture was adjusted to pH 7 by addition of solid sodium hydrogen carbonate and t...